Dataset: the Open Reaction Database (ORD), a public repository of structured organic reaction records. Task: describe an organic reaction: reactants, conditions, products, and yield The reactants are CC1=CC=NC=C1 (4-Methyl-pyridine). Reagents/catalysts: [Pd] (palladium on charcoal). Product: CC1=CC(=NC=C1)C1=NC(=CC(=C1)C)C1=NC=CC(=C1)C (4,4′,4″-trimethyl-2,2′:6′,2″-terpyridine). Reaction SMILES: [CH3:1][C:2]1[CH:7]=[CH:6][N:5]=[CH:4][CH:3]=1>[Pd]>[CH3:1][C:2]1[CH:7]=[CH:6][N:5]=[C:4]([C:4]2[CH:3]=[C:2]([CH3:1])[CH:7]=[C:6]([C:4]3[CH:3]=[C:2]([CH3:1])[CH:7]=[CH:6][N:5]=3)[N:5]=2)[CH:3]=1. Procedure: 4-Methyl-pyridine (900 mL, refluxed over and distilled fresh from KOH pellets) and palladium on charcoal (5%, 37 g) were heated on a bath at 170° C. as long as the chemical equilibrium is reached. The reaction mixture was filtered hot, the catalyst was washed with hot toluene and the filtrate left to crystallise. The 4,4′-dimethyl-2,2′-bipyridine crystals were filtered and washed with toluene. The mother liquors combined, concentrated to ⅓ of the volume and crystallised at 0° C. This second crop... Reactants: ClC=1C=C(CS)C=CC1Cl (3,4-dichlorobenzylmercaptan), CS(=O)(=O)O[C@@H]1[C@]2(C)[C@@H](CC1)[C@@H]1CCC3=CC(C=C[C@]3(C)[C@H]1C(C2)=O)=O (17β-methanesulfonyloxy-1,4-androstadiene-3,11-dione). The product is ClC=1C=C(CS[C@H]2[C@]3(C)[C@@H](CC2)[C@@H]2CCC4=CC(C=C[C@]4(C)[C@H]2C(C3)=O)=O)C=CC1Cl (17α-(3',4'-Dichlorobenzylthio)-1,4-Androstadiene-3,11-Dione). Reaction SMILES: [Cl:1][C:2]1[CH:3]=[C:4]([CH:7]=[CH:8][C:9]=1[Cl:10])[CH2:5][SH:6].CS(O[C@H:16]1[CH2:21][CH2:20][C@H:19]2[C@H:22]3[C@H:32]([C:33](=[O:35])[CH2:34][C@:17]12[CH3:18])[C@:30]1([CH3:31])[C:25](=[CH:26][C:27](=[O:36])[CH:28]=[CH:29]1)[CH2:24][CH2:23]3)(=O)=O>>[Cl:1][C:2]1[CH:3]=[C:4]([CH:7]=[CH:8][C:9]=1[Cl:10])[CH2:5][S:6][C@@H:16]1[CH2:21][CH2:20][C@H:19]2[C@H:22]3[C@H:32]([C:33](=[O:35])[CH2:34][C@:17]12[CH3:18])[C@:30]1([CH3:31])[C:25](=[CH:26][C:27](=[O:36])[CH:28]=[CH:29]1)[CH2:24][CH2:23]3. Procedure: In a manner similar to that described in Example 1A, 3,4-dichlorobenzylmercaptan is reacted with 17β-methanesulfonyloxy-1,4-androstadiene-3,11-dione to obtain the title compound of this example; m.p.=131°-133° C.; [α]D26 +150° (CHCl3); λmaxMeOH 228 nm (ε=26,000).